This data is from the Open Reaction Database (ORD), a public repository of structured organic reaction records. The task is: describe an organic reaction: reactants, conditions, products, and yield Reactants: ClCCl, Nc1ncnn2c(CO)cc(-c3cccc(OCc4ccccc4)c3)c12. Product: Nc1ncnn2c(C=O)cc(-c3cccc(OCc4ccccc4)c3)c12. RXN SMILES: [Cl:27][CH2:28][Cl:29].[NH2:1][c:2]1[n:3][cH:4][n:5][n:6]2[c:7]1[c:8](-[c:13]1[cH:14][c:15]([O:19][CH2:20][c:21]3[cH:22][cH:23][cH:24][cH:25][cH:26]3)[cH:16][cH:17][cH:18]1)[cH:9][c:10]2[CH2:11][OH:12]>>[NH2:1][c:2]1[n:3][cH:4][n:5][n:6]2[c:7]1[c:8](-[c:13]1[cH:14][c:15]([O:19][CH2:20][c:21]3[cH:22][cH:23][cH:24][cH:25][cH:26]3)[cH:16][cH:17][cH:18]1)[cH:9][c:10]2[CH:11]=[O:12].